Dataset: the Open Reaction Database (ORD), a public repository of structured organic reaction records. Task: describe an organic reaction: reactants, conditions, products, and yield The reactants are BrC1=CN=C2N1C=CN=C2Cl (3-Bromo-8-chloro-imidazo[1,2-a]pyrazine), CN (methylamine), C(C)(C)(C)OC(=O)N1CCC(CC1)N (4-amino-piperidine-1-carboxylic acid tert-butyl ester), CSC1=NC=CC(=N1)[Sn](CCCC)(CCCC)CCCC (2-methylsulfanyl-4-tributylstannanyl-pyrimidine). Yields the product CNC1=NC=CC(=N1)C1=CN=C2N1C=CN=C2NC2CCNCC2 ([3-(2-Methylamino-pyrimidin-4-yl)-imidazo[1,2-a]pyrazin-8-yl]-piperidin-4-yl-amine). RXN SMILES: Br[C:2]1[N:6]2[CH:7]=[CH:8][N:9]=[C:10](Cl)[C:5]2=[N:4][CH:3]=1.C(OC([N:19]1[CH2:24][CH2:23][CH:22]([NH2:25])[CH2:21][CH2:20]1)=O)(C)(C)C.CS[C:28]1[N:33]=[C:32]([Sn](CCCC)(CCCC)CCCC)[CH:31]=[CH:30][N:29]=1.[CH3:47][NH2:48]>>[CH3:47][NH:48][C:28]1[N:33]=[C:32]([C:2]2[N:6]3[CH:7]=[CH:8][N:9]=[C:10]([NH:25][CH:22]4[CH2:21][CH2:20][NH:19][CH2:24][CH2:23]4)[C:5]3=[N:4][CH:3]=2)[CH:31]=[CH:30][N:29]=1. Procedure details: [3-(2-Methylamino-pyrimidin-4-yl)-imidazo[1,2-a]pyrazin-8-yl]-piperidin-4-yl-amine was prepared by a process analogous to that described in Example 12 starting from 3-bromo-8-chloro-imidazo[1,2-a]pyrazine (from Example 1 supra), 4-amino-piperidine-1-carboxylic acid tert-butyl ester, 2-methylsulfanyl-4-tributylstannanyl-pyrimidine, and methylamine. LC-MS: [M+H]+ 325.3. The reactants are C1CCOC1, CO, [Na+], [OH-], COC(=O)C1CCCC1C(=O)c1ccc(-c2ccc(Nc3nc4ccccc4[nH]3)c(F)c2)cc1. The product is O=C(O)C1CCCC1C(=O)c1ccc(-c2ccc(Nc3nc4ccccc4[nH]3)c(F)c2)cc1. As a reaction SMILES: [CH2:39]1[O:40][CH2:41][CH2:42][CH2:43]1.[CH3:37][OH:38].[Na+:36].[OH-:35].[nH:1]1[c:2]([NH:10][c:11]2[c:12]([F:34])[cH:13][c:14](-[c:17]3[cH:18][cH:19][c:20]([C:23](=[O:24])[CH:25]4[CH:26]([C:30](=[O:31])[O:32][CH3:33])[CH2:27][CH2:28][CH2:29]4)[cH:21][cH:22]3)[cH:15][cH:16]2)[n:3][c:4]2[c:5]1[cH:6][cH:7][cH:8][cH:9]2>>[nH:1]1[c:2]([NH:10][c:11]2[c:12]([F:34])[cH:13][c:14](-[c:17]3[cH:18][cH:19][c:20]([C:23](=[O:24])[CH:25]4[CH:26]([C:30](=[O:31])[OH:32])[CH2:27][CH2:28][CH2:29]4)[cH:21][cH:22]3)[cH:15][cH:16]2)[n:3][c:4]2[c:5]1[cH:6][cH:7][cH:8][cH:9]2. The reactants are COC1=CC(CCC1)=O (3-methoxy-2-cyclohexen-1 one), ClCC=1N=CN(C1C)C(C1=CC=CC=C1)(C1=CC=CC=C1)C1=CC=CC=C1 (4-(chloromethyl)-5-methyl-1-(triphenylmethyl)-1H-imidazole), C([O-])(O)=O.[Na+] (sodium bicarbonate), C(CCC)[Li] (n-Butyllithium), C(C)(C)NC(C)C (diisopropylamine). Solvent: C1CCOC1 (THF), C1CCOC1 (THF), C1CCOC1 (THF). Conditions: time 30 minute. Yields the product COC1=CC(C(CC1)CC=1N=CN(C1C)C(C1=CC=CC=C1)(C1=CC=CC=C1)C1=CC=CC=C1)=O (3-Methoxy-6-[[5-methyl-1-(triphenylmethyl)-1H-imidazol-4-yl]methyl]-2-cyclohexen-1-one). Yield: 104.8%. RXN SMILES: C([Li])CCC.C(NC(C)C)(C)C.[CH3:13][O:14][C:15]1[CH2:20][CH2:19][CH2:18][C:17](=[O:21])[CH:16]=1.Cl[CH2:23][C:24]1[N:25]=[CH:26][N:27]([C:30]([C:43]2[CH:48]=[CH:47][CH:46]=[CH:45][CH:44]=2)([C:37]2[CH:42]=[CH:41][CH:40]=[CH:39][CH:38]=2)[C:31]2[CH:36]=[CH:35][CH:34]=[CH:33][CH:32]=2)[C:28]=1[CH3:29].C(=O)(O)[O-].[Na+]>C1COCC1>[CH3:13][O:14][C:15]1[CH2:20][CH2:19][CH:18]([CH2:23][C:24]2[N:25]=[CH:26][N:27]([C:30]([C:31]3[CH:36]=[CH:35][CH:34]=[CH:33][CH:32]=3)([C:37]3[CH:38]=[CH:39][CH:40]=[CH:41][CH:42]=3)[C:43]3[CH:48]=[CH:47][CH:46]=[CH:45][CH:44]=3)[C:28]=2[CH3:29])[C:17](=[O:21])[CH:16]=1 |f:4.5|. Procedure details: n-Butyllithium (1.58M in hexane; 21 ml) was added at -78° under nitrogen to a stirred solution of diisopropylamine (4.6 ml) in dry THF (75 ml) and the solution was stirred at 0° for 30 min. The solution was cooled to -78° and added to a solution of 3-methoxy-2-cyclohexen-1 one (3.4 g) in dry THF (25 ml) at -78° under nitrogen with stirring. After stirring for 1 h at -78° and for 30 min. at 0° the solution was cooled to -78° and a solution of 4-(chloromethyl)-5-methyl-1-(triphenylmethyl)-1H-imida... Starting materials: O=C([O-])O, Cc1ccc(C2(O)CC3CCC2C3O)cc1, [Na+], Cc1ccc(S(=O)(=O)Cl)cc1, c1ccncc1. The product is Cc1ccc(C2(O)CC3CCC2C3OS(=O)(=O)c2ccc(C)cc2)cc1. As a reaction SMILES: [C:28](=[O:29])([OH:30])[O-:31].[CH3:1][c:2]1[cH:3][cH:4][c:5]([C:8]2([OH:16])[CH:9]3[CH2:10][CH2:11][CH:12]([CH2:13]2)[CH:14]3[OH:15])[cH:6][cH:7]1.[Na+:32].[c:17]1([CH3:27])[cH:18][cH:19][c:20]([S:23](=[O:24])(=[O:25])[Cl:26])[cH:21][cH:22]1.[cH:33]1[cH:34][cH:35][n:36][cH:37][cH:38]1>>[CH3:1][c:2]1[cH:3][cH:4][c:5]([C:8]2([OH:16])[CH:9]3[CH2:10][CH2:11][CH:12]([CH2:13]2)[CH:14]3[O:15][S:23]([c:20]2[cH:19][cH:18][c:17]([CH3:27])[cH:22][cH:21]2)(=[O:24])=[O:25])[cH:6][cH:7]1. Reactants: FC(C(=O)C1=CC=C(C=C1)B1OC(C(O1)(C)C)(C)C)(F)F (2,2,2-Trifluoro-1-(4-(4,4,5,5-tetramethyl-1,3,2-dioxaborolan-2-yl)phenyl)ethanone), C([O-])([O-])=O.[Na+].[Na+] (sodium carbonate), ClC1=C(C=CC(=N1)NC(=O)C1(CC1)C1=CC2=C(OC(O2)(F)F)C=C1)C (N-(6-Chloro-5-methylpyridin-2-yl)-1-(2,2-difluorobenzo[d][1,3]dioxol-5-yl)cyclopropanecarboxamide). Reagents/catalysts: C=1C=CC(=CC1)[P](C=2C=CC=CC2)(C=3C=CC=CC3)[Pd]([P](C=4C=CC=CC4)(C=5C=CC=CC5)C=6C=CC=CC6)([P](C=7C=CC=CC7)(C=8C=CC=CC8)C=9C=CC=CC9)[P](C=1C=CC=CC1)(C=1C=CC=CC1)C=1C=CC=CC1 ((Ph3P)4Pd). The solvent is COCCOC (1,2-dimethoxyethane). Conditions: temperature 120 celsius. Yields the product FC1(OC2=C(O1)C=CC(=C2)C2(CC2)C(=O)NC2=NC(=C(C=C2)C)C2=CC=C(C=C2)C(C(F)(F)F)=O)F (1-(2,2-difluorobenzo[d][1,3]dioxol-5-yl)-N-(5-methyl-6-(4-(2,2,2-trifluoroacetyl)phenyl)-pyridin-2-yl)cyclopropanecarboxamide). RXN SMILES: Cl[C:2]1[N:7]=[C:6]([NH:8][C:9]([C:11]2([C:14]3[CH:24]=[CH:23][C:17]4[O:18][C:19]([F:22])([F:21])[O:20][C:16]=4[CH:15]=3)[CH2:13][CH2:12]2)=[O:10])[CH:5]=[CH:4][C:3]=1[CH3:25].[F:26][C:27]([F:46])([F:45])[C:28]([C:30]1[CH:35]=[CH:34][C:33](B2OC(C)(C)C(C)(C)O2)=[CH:32][CH:31]=1)=[O:29].C(=O)([O-])[O-].[Na+].[Na+]>COCCOC.C1C=CC([P]([Pd]([P](C2C=CC=CC=2)(C2C=CC=CC=2)C2C=CC=CC=2)([P](C2C=CC=CC=2)(C2C=CC=CC=2)C2C=CC=CC=2)[P](C2C=CC=CC=2)(C2C=CC=CC=2)C2C=CC=CC=2)(C2C=CC=CC=2)C2C=CC=CC=2)=CC=1>[F:21][C:19]1([F:22])[O:18][C:17]2[CH:23]=[CH:24][C:14]([C:11]3([C:9]([NH:8][C:6]4[CH:5]=[CH:4][C:3]([CH3:25])=[C:2]([C:33]5[CH:34]=[CH:35][C:30]([C:28](=[O:29])[C:27]([F:45])([F:46])[F:26])=[CH:31][CH:32]=5)[N:7]=4)=[O:10])[CH2:13][CH2:12]3)=[CH:15][C:16]=2[O:20]1 |f:2.3.4,^1:62,64,83,102|. Reported procedure: N-(6-Chloro-5-methylpyridin-2-yl)-1-(2,2-difluorobenzo[d][1,3]dioxol-5-yl)cyclopropanecarboxamide (163 mg, 0.444 mmol) was dissolved in 1,2-dimethoxyethane (4.5 mL) in a reaction tube. 2,2,2-Trifluoro-1-(4-(4,4,5,5-tetramethyl-1,3,2-dioxaborolan-2-yl)phenyl)ethanone (200 mg, 0.666 mmol), aqueous 2 M sodium carbonate (0.444 mL), and (Ph3P)4Pd (26 mg, 0.022 mmol) were added and the reaction mixture was heated at 120° C. under N2 atmosphere for 30 minutes in the microwave. The mixture was cooled to... Reactants: CCC(CC)NC(=O)C1=CC2(CCN(C(=O)OC(C)(C)C)CC2)c2ccccc21, ClCCl, O=C(O)C(F)(F)F. Product: CCC(CC)NC(=O)C1=CC2(CCNCC2)c2ccccc21. Reaction SMILES: [CH3:8][CH2:9][CH:10]([CH2:11][CH3:12])[NH:13][C:14](=[O:15])[C:16]1=[CH:17][C:18]2([c:19]3[cH:20][cH:21][cH:22][cH:23][c:24]31)[CH2:25][CH2:26][N:27]([C:30]([O:31][C:32]([CH3:33])([CH3:34])[CH3:35])=[O:36])[CH2:28][CH2:29]2.[Cl:37][CH2:38][Cl:39].[OH:1][C:2]([C:3]([F:4])([F:5])[F:6])=[O:7]>>[CH3:8][CH2:9][CH:10]([CH2:11][CH3:12])[NH:13][C:14](=[O:15])[C:16]1=[CH:17][C:18]2([c:19]3[cH:20][cH:21][cH:22][cH:23][c:24]31)[CH2:25][CH2:26][NH:27][CH2:28][CH2:29]2. Starting materials: O=C[C@H](O)[C@@H](O)[C@@H](O)[C@H](O)C(=O)O (D-galacturonic acid), C(C)(=O)N (acetamide). Run at time 3 day. Yields the product [C@@H]([C@@H]([C@H](C(=O)O)O)O)([C@@H](C(=O)O)O)O (mucic acid). As a reaction SMILES: [O:1]=[CH:2][C@@H:3]([C@H:5]([C@H:7]([C@@H:9]([C:11]([OH:13])=[O:12])[OH:10])[OH:8])[OH:6])[OH:4].C(N)(=[O:16])C>>[C@H:5]([OH:6])([C@H:3]([OH:4])[C:2]([OH:16])=[O:1])[C@H:7]([OH:8])[C@@H:9]([OH:10])[C:11]([OH:13])=[O:12]. Procedure details: A gar1 deletion strain from example 4 was used to express the A. tumefaciens D-galacturonic acid dehydrogenase uro1 from example 1. The BamHI fragment containing the uro1 was released from the TOPO vector described in the Example 1 and the uro1 gene was ligated to the BamHI site of the modified pAN53-1 NotI vector described by Kuorelahti et al., 2006. It was checked that the orientation of the uro1 was suitable for transcription. The resulting plasmid was then cotransformed into the gar1 deletio...